Dataset: the Open Reaction Database (ORD), a public repository of structured organic reaction records. Task: describe an organic reaction: reactants, conditions, products, and yield The reactants are O=C([O-])[O-], CCOC(C)=O, [K+], [K+], N#Cc1cc([N+](=O)[O-])cc([N+](=O)[O-])c1, CN(C)C=O, O, Oc1cccnc1. Yields the product N#Cc1cc(Oc2cccnc2)cc([N+](=O)[O-])c1. RXN SMILES: [C:22](=[O:23])([O-:24])[O-:25].[CH3:33][CH2:34][O:35][C:36](=[O:37])[CH3:38].[K+:26].[K+:27].[N+:1]([O-:2])(=[O:3])[c:4]1[cH:5][c:6]([C:7]#[N:8])[cH:9][c:10]([N+:12](=[O:13])[O-:14])[cH:11]1.[O:28]=[CH:29][N:30]([CH3:31])[CH3:32].[OH2:39].[n:15]1[cH:16][c:17]([OH:21])[cH:18][cH:19][cH:20]1>>[c:4]1([O:21][c:17]2[cH:16][n:15][cH:20][cH:19][cH:18]2)[cH:5][c:6]([C:7]#[N:8])[cH:9][c:10]([N+:12](=[O:13])[O-:14])[cH:11]1. The reactants are C1(=CC=CC2=CC=CC=C12)CN1CCC(CC1)CN(C1=NC2=C(N1COCC[Si](C)(C)C)C=CC(=C2)CO)COCC[Si](C)(C)C ([2-[(1-naphthalen-1-ylmethyl-piperidin-4-ylmethyl)-(2-trimethylsilanyl-ethoxymethyl)-amino]-1-(2-trimethylsilanyl-ethoxymethyl)-1H-benzimidazol-5-yl]-methanol), OI1(OC(C2=C1C=CC=C2)=O)=O (1-hydroxy-1-oxo-1H-1λ5-benzo[d][1,2]iodoxol-3-one), C(C)(=O)OCC (ethyl acetate), ice water. The solvent is CS(=O)C (dimethylsulfoxide), CS(=O)C (dimethylsulfoxide). Conditions: time 18 hour. Product: C1(=CC=CC2=CC=CC=C12)CN1CCC(CC1)CN(C1=NC2=C(N1COCC[Si](C)(C)C)C=CC(=C2)C=O)COCC[Si](C)(C)C (2-[(1-naphthalen-1-ylmethyl-piperidin-4-ylmethyl)-(2-trimethylsilanyl-ethoxymethyl)-amino]-1-(2-trimethylsilanyl-ethoxymethyl)-1H-benzimidazole-5-carboaldehyde). RXN SMILES: [C:1]1([CH2:11][N:12]2[CH2:17][CH2:16][CH:15]([CH2:18][N:19]([CH2:39][O:40][CH2:41][CH2:42][Si:43]([CH3:46])([CH3:45])[CH3:44])[C:20]3[N:24]([CH2:25][O:26][CH2:27][CH2:28][Si:29]([CH3:32])([CH3:31])[CH3:30])[C:23]4[CH:33]=[CH:34][C:35]([CH2:37][OH:38])=[CH:36][C:22]=4[N:21]=3)[CH2:14][CH2:13]2)[C:10]2[C:5](=[CH:6][CH:7]=[CH:8][CH:9]=2)[CH:4]=[CH:3][CH:2]=1.OI1(=O)C2C=CC=CC=2C(=O)O1.C(OCC)(=O)C>CS(C)=O>[C:1]1([CH2:11][N:12]2[CH2:13][CH2:14][CH:15]([CH2:18][N:19]([CH2:39][O:40][CH2:41][CH2:42][Si:43]([CH3:46])([CH3:45])[CH3:44])[C:20]3[N:24]([CH2:25][O:26][CH2:27][CH2:28][Si:29]([CH3:30])([CH3:31])[CH3:32])[C:23]4[CH:33]=[CH:34][C:35]([CH:37]=[O:38])=[CH:36][C:22]=4[N:21]=3)[CH2:16][CH2:17]2)[C:10]2[C:5](=[CH:6][CH:7]=[CH:8][CH:9]=2)[CH:4]=[CH:3][CH:2]=1. Reported procedure: A solution of [2-[(1-naphthalen-1-ylmethyl-piperidin-4-ylmethyl)-(2-trimethylsilanyl-ethoxymethyl)-amino]-1-(2-trimethylsilanyl-ethoxymethyl)-1H-benzimidazol-5-yl]-methanol (467 mg, 0.71 mmol) in dimethylsulfoxide (5 ml) was added to a solution of 297 mg of 1-hydroxy-1-oxo-1H-1λ5-benzo[d][1,2]iodoxol-3-one (1.06 mmol) in dimethylsulfoxide (5 ml), and the mixture was stirred at room temperature for 18 hours. The reaction mixture was poured into ice water (200 ml) and stirred at room temperature f... Reaction SMILES: [CH2:1]([N:8]1[CH2:13][CH2:12][CH:11]([C:14]([O:16]CC)=O)[CH2:10][CH2:9]1)[C:2]1[CH:7]=[CH:6][CH:5]=[CH:4][CH:3]=1.[NH2:19][CH2:20][CH2:21][C:22]1[S:23][CH:24]=[CH:25][CH:26]=1.[Na]>C(O)C>[CH2:1]([N:8]1[CH2:9][CH2:10][CH:11]([C:14]([NH:19][CH2:20][CH2:21][C:22]2[S:23][CH:24]=[CH:25][CH:26]=2)=[O:16])[CH2:12][CH2:13]1)[C:2]1[CH:3]=[CH:4][CH:5]=[CH:6][CH:7]=1 |^1:26|. Solvent: C(C)O (ethanol). Procedure: 22.15 g of ethyl 1-benzyl-4-piperidinecarboxylate and 1 equivalent of the product obtained in Step B are added to a solution of 4.12 g of sodium in 103 ml of anhydrous ethanol. After 12 hours' reaction at reflux, the reaction mixture is evaporated. The residue is taken up in dichloromethane and washed with water, and then the organic phase is dried, filtered and evaporated, enabling an oil to be obtained which crystallises in diisopropyl ether. Starting materials: C(C1=CC=CC=C1)N1CCC(CC1)C(=O)OCC (ethyl 1-benzyl-4-piperidinecarboxylate), NCCC=1SC=CC1 (2-(2-Aminoethyl)thiophene), [Na] (sodium). Product: C(C1=CC=CC=C1)N1CCC(CC1)C(=O)NCCC=1SC=CC1 (1-Benzyl-N-[2-(2-thienyl)ethyl]-4-piperidinecarboxamide). Reactants: BrC1=CC(=C(C=C1)CCCC(=O)NC1=CC(=C(C=C1)S(=O)(=O)CC)C#N)C (4-(4-Bromo-2-methylphenyl)-N-(3-cyano-4-(ethylsulfonyl)phenyl)butanamide), NC=1C=CC(=C(C#N)C1)S(=O)(=O)C(C)(C)C (5-Amino-2-(tert-butylsulfonyl)benzonitrile), BrC1=CC=C(C=C1)CCCC(=O)Cl (4-(4-bromophenyl)butyric acid chloride). Product: BrC1=CC=C(C=C1)CCCC(=O)NC1=CC(=C(C=C1)S(=O)(=O)C(C)(C)C)C#N (4-(4-Bromophenyl)-N-(4-(tert-butylsulfonyl)-3-cyanophenyl)butanamide). The yield is 100.0%. As a reaction SMILES: [Br:1][C:2]1[CH:7]=[CH:6][C:5]([CH2:8][CH2:9][CH2:10][C:11](NC2C=CC(S(CC)(=O)=O)=C(C#N)C=2)=[O:12])=[C:4](C)[CH:3]=1.[NH2:28][C:29]1[CH:30]=[CH:31][C:32]([S:37]([C:40]([CH3:43])([CH3:42])[CH3:41])(=[O:39])=[O:38])=[C:33]([CH:36]=1)[C:34]#[N:35].BrC1C=CC(CCCC(Cl)=O)=CC=1>>[Br:1][C:2]1[CH:3]=[CH:4][C:5]([CH2:8][CH2:9][CH2:10][C:11]([NH:28][C:29]2[CH:30]=[CH:31][C:32]([S:37]([C:40]([CH3:43])([CH3:42])[CH3:41])(=[O:39])=[O:38])=[C:33]([C:34]#[N:35])[CH:36]=2)=[O:12])=[CH:6][CH:7]=1. Procedure details: Using a procedure analogous to that used to prepare 8B, 10B (250 mg, 1.05 mmol) was reacted with 4-(4-bromophenyl)butyric acid chloride to give 10C (493 mg, 100%). MS (ESI) m/z 461.2, 463.2 (M+H)+. Reactants: ClC1=C(C=C(C(=C1)F)OC)N1N=NN(C1=O)CC (1-(2-chloro-4-fluoro-5-methoxyphenyl)-1,4-dihydro-4-ethyl-5H-tetrazol-5-one), B(Br)(Br)Br (boron tribromide). Solvent: C(Cl)Cl (methylene chloride). The product is ClC1=C(C=C(C(=C1)F)O)N1N=NN(C1=O)CC (1-(2-chloro-4-fluoro-5-hydroxyphenyl)-1,4-dihydro-4-ethyl-5H-tetrazol-5-one). Yield: 93.7%. RXN SMILES: [Cl:1][C:2]1[CH:7]=[C:6]([F:8])[C:5]([O:9]C)=[CH:4][C:3]=1[N:11]1[C:15](=[O:16])[N:14]([CH2:17][CH3:18])[N:13]=[N:12]1.B(Br)(Br)Br>C(Cl)Cl>[Cl:1][C:2]1[CH:7]=[C:6]([F:8])[C:5]([OH:9])=[CH:4][C:3]=1[N:11]1[C:15](=[O:16])[N:14]([CH2:17][CH3:18])[N:13]=[N:12]1. Procedure: In the manner of Example 11, Step A, the reaction of 0.9 g (0.0033 mole) of 1-(2-chloro-4-fluoro-5-methoxyphenyl)-1,4-dihydro-4-ethyl-5H-tetrazol-5-one with 2.5 g (0.01 mole) of boron tribromide in 15 mL of methylene chloride produced 0.8 g of 1-(2-chloro-4-fluoro-5-hydroxyphenyl)-1,4-dihydro-4-ethyl-5H-tetrazol-5-one. The reactants are C(C1=CC=CC=C1)ON1C(C(C1COCC1=CC=CC=C1)N1C=2N=C(NC(C2N=C1)=O)NC(C1=CC=CC=C1)=O)=O (1-N-Benzyloxy-3-(N-benzoylguanin-9-yl)-4-benzyloxymethyl-2-azetidinone), [H][H] (hydrogen). The reagents and catalysts are [Ni] (Raney nickel). Solvent: CO (methanol). The product is ON1C(C(C1CO)N1C=2N=C(NC(C2N=C1)=O)NC(C1=CC=CC=C1)=O)=O (1-N-Hydroxy-3-(N-benzoylguanin-9-yl)-4-hydroxymethyl-2-azetidinone). As a reaction SMILES: C([O:8][N:9]1[CH:12]([CH2:13][O:14]CC2C=CC=CC=2)[CH:11]([N:22]2[CH:30]=[N:29][C:28]3[C:27](=[O:31])[NH:26][C:25]([NH:32][C:33](=[O:40])[C:34]4[CH:39]=[CH:38][CH:37]=[CH:36][CH:35]=4)=[N:24][C:23]2=3)[C:10]1=[O:41])C1C=CC=CC=1.[H][H]>[Ni].CO>[OH:8][N:9]1[CH:12]([CH2:13][OH:14])[CH:11]([N:22]2[CH:30]=[N:29][C:28]3[C:27](=[O:31])[NH:26][C:25]([NH:32][C:33](=[O:40])[C:34]4[CH:39]=[CH:38][CH:37]=[CH:36][CH:35]=4)=[N:24][C:23]2=3)[C:10]1=[O:41]. Procedure: 1-N-Benzyloxy-3-(N-benzoylguanin-9-yl)-4-benzyloxymethyl-2-azetidinone (10 mmole) and methanol (50 ml) is hydrogenated using Raney nickel (5 g) and hydrogen at a pressure of 40 psi for 6 hours. The reaction mixture is filtered, the catalyst washed with methanol (20 ml) and the combined methanol fractions are concentrated to give the title compound as a solid.